Dataset: the Open Reaction Database (ORD), a public repository of structured organic reaction records. Task: describe an organic reaction: reactants, conditions, products, and yield Reactants: OO (hydrogen peroxide), O (water), CCCC(C)C (iso-hexane), C(C)(C)(C)SC[C@@]1(C(NC(N1)=O)=O)C ((5S)-5-[(Tert-butylthio)methyl]-5-methylimidazolidine-2,4-dione), S(=O)(=O)(Cl)Cl (sulfonyl chloride), C1(=CC=CC=C1)C (toluene), CCCC(C)C (Iso-hexane), ClCl (chlorine), C1(=CC=CC=C1)C (Toluene), sulfoxide, sulfoxides, C(C)(=O)O (acetic acid), O (water), peroxide. Conditions: temperature 35 celsius. Product: C[C@@]1(NC(NC1=O)=O)CS(=O)(=O)Cl ([(4S)-4-methyl-2,5-dioxoimidazolidin-4-yl]methanesulfonyl chloride). The yield is 87.0%. As a reaction SMILES: C(S[CH2:6][C@@:7]1([CH3:14])[NH:11][C:10](=[O:12])[NH:9][C:8]1=[O:13])(C)(C)C.C(O)(=O)C.O.OO.ClCl.[S:24]([Cl:28])(Cl)(=[O:26])=[O:25].C1(C)C=CC=CC=1.CCCC(C)C>>[CH3:6][C@@:7]1([CH2:14][S:24]([Cl:28])(=[O:26])=[O:25])[C:8](=[O:13])[NH:9][C:10](=[O:12])[NH:11]1. Procedure: (5S)-5-[(Tert-butylthio)methyl]-5-methylimidazolidine-2,4-dione (WO 03/106689) (1.00 eq, 56.9 mmol, 12.3 g) was charged to a 250 mL jacketed vessel followed by acetic acid (1.72 mol, 98.4 mL, 103 g) and water (683 mmol, 12.3 mL, 12.3 g). The resulting mixture was stirred at 300 rpm and heated to 35° C. to dissolve all solids. The mixture was cooled to 10° C. and a solution of hydrogen peroxide, 11.68M, 35% w/w in water (56.9 mmol, 4.87 mL, 5.53 g) was charged as one portion, resulting in an exot...